From a dataset of the Open Reaction Database (ORD), a public repository of structured organic reaction records. describe an organic reaction: reactants, conditions, products, and yield Reactants: C1COCCN1, CS(C)=O, CCOC(C)=O, Cc1onc(-c2ccccc2)c1-c1nnc(-c2ccc(Cl)nc2)o1. Product: Cc1onc(-c2ccccc2)c1-c1nnc(-c2ccc(N3CCOCC3)nc2)o1. Reaction SMILES: [CH2:25]1[CH2:26][O:27][CH2:28][CH2:29][NH:30]1.[CH3:31][S:32]([CH3:33])=[O:34].[CH3:35][CH2:36][O:37][C:38](=[O:39])[CH3:40].[Cl:1][c:2]1[n:3][cH:4][c:5](-[c:8]2[o:9][c:10](-[c:13]3[c:14](-[c:19]4[cH:20][cH:21][cH:22][cH:23][cH:24]4)[n:15][o:16][c:17]3[CH3:18])[n:11][n:12]2)[cH:6][cH:7]1>>[c:2]1([N:30]2[CH2:25][CH2:26][O:27][CH2:28][CH2:29]2)[n:3][cH:4][c:5](-[c:8]2[o:9][c:10](-[c:13]3[c:14](-[c:19]4[cH:20][cH:21][cH:22][cH:23][cH:24]4)[n:15][o:16][c:17]3[CH3:18])[n:11][n:12]2)[cH:6][cH:7]1. Solvent: C1(=CC=CC=C1)C.CCO (toluene EtOH). Starting materials: FC(C(O)C1=CC(=CC=C1)B1OC(C(O1)(C)C)(C)C)(F)F (2,2,2-Trifluoro-1-[3-(4,4,5,5-tetramethyl-[1,3,2]dioxaborolan-2-yl)-phenyl]-ethanol), C(C)(C)(C)OC(NC(=N)C=1SC(=C(C1)S(=O)(=O)C1=CC(=CC=C1)Br)SC)=O ({[4-(3-Bromo-benzenesulfonyl)-5-methylsulfanyl-thiophen-2-yl]-imino-methyl}-carbamic acid tert-butyl ester), C(=O)([O-])[O-].[Na+].[Na+] (Na2CO3). Procedure: Following the same procedure in Example 1, step c, reaction of 2,2,2-trifluoro-1-[3-(4,4,5,5-tetramethyl-[1,3,2]dioxaborolan-2-yl)-phenyl]-ethanol (123 mg, 416 mmol, as prepared in Example 28, step b), {[4-(3-bromo-benzenesulfonyl)-5-methylsulfanyl-thiophen-2-yl]-imino-methyl}-carbamic acid tert-butyl ester (100 mg, 0.2 mmol, as prepared in Example 27, step c), tetrakis(triphenylphosphine)palladium(0) (59 mg, 0.05 mmol, Strem Chemicals Inc, Newburyport, Mass.), Na2CO3 (800 μL, 2M aqueous), and t... Reaction SMILES: [F:1][C:2]([F:21])([F:20])[CH:3]([C:5]1[CH:10]=[CH:9][CH:8]=[C:7](B2OC(C)(C)C(C)(C)O2)[CH:6]=1)[OH:4].[C:22]([O:26][C:27](=[O:48])[NH:28][C:29]([C:31]1[S:32][C:33]([S:46][CH3:47])=[C:34]([S:36]([C:39]2[CH:44]=[CH:43][CH:42]=[C:41](Br)[CH:40]=2)(=[O:38])=[O:37])[CH:35]=1)=[NH:30])([CH3:25])([CH3:24])[CH3:23].C([O-])([O-])=O.[Na+].[Na+]>C1C=CC([P]([Pd]([P](C2C=CC=CC=2)(C2C=CC=CC=2)C2C=CC=CC=2)([P](C2C=CC=CC=2)(C2C=CC=CC=2)C2C=CC=CC=2)[P](C2C=CC=CC=2)(C2C=CC=CC=2)C2C=CC=CC=2)(C2C=CC=CC=2)C2C=CC=CC=2)=CC=1.C1(C)C=CC=CC=1.CCO>[C:22]([O:26][C:27](=[O:48])[NH:28][C:29](=[NH:30])[C:31]1[S:32][C:33]([S:46][CH3:47])=[C:34]([S:36]([C:39]2[CH:44]=[C:43]([C:7]3[CH:8]=[CH:9][CH:10]=[C:5]([CH:3]([OH:4])[C:2]([F:1])([F:20])[F:21])[CH:6]=3)[CH:42]=[CH:41][CH:40]=2)(=[O:38])=[O:37])[CH:35]=1)([CH3:25])([CH3:23])[CH3:24] |f:2.3.4,6.7,^1:58,60,79,98|. Reagents/catalysts: C=1C=CC(=CC1)[P](C=2C=CC=CC2)(C=3C=CC=CC3)[Pd]([P](C=4C=CC=CC4)(C=5C=CC=CC5)C=6C=CC=CC6)([P](C=7C=CC=CC7)(C=8C=CC=CC8)C=9C=CC=CC9)[P](C=1C=CC=CC1)(C=1C=CC=CC1)C=1C=CC=CC1 (tetrakis(triphenylphosphine)palladium(0)). Product: C(C)(C)(C)OC(NC(C=1SC(=C(C1)S(=O)(=O)C=1C=C(C=CC1)C1=CC(=CC=C1)C(C(F)(F)F)O)SC)=N)=O ((Imino-{5-methylsulfanyl-4-[3′-(2,2,2-trifluoro-1-hydroxy-ethyl)-biphenyl-3-sulfonyl]-thiophen-2-yl}-methyl)-carbamic acid tert-butyl ester). The reactants are CN (Methylamine), O1C(COC2=CC=C3C(CC(OC3=C2)(C)C)C2=CC=CC3=CC=CC=C23)C1 (7-(2,3-epoxypropoxy)-2,2-dimethyl-4-(1-naphthyl)chroman). Run in C(C)O (ethanol). Reaction conditions: time 48 hour. Product: C1(=CC=CC2=CC=CC=C12)C1CC(OC2=CC(=CC=C12)OCC(CNC)O)(C)C (4-(1-Naphthyl)-2,2-dimethyl-7-(3-methylamino-2-hydroxypropoxy)chroman). Reaction SMILES: [CH3:1][NH2:2].[O:3]1[CH2:29][CH:4]1[CH2:5][O:6][C:7]1[CH:16]=[C:15]2[C:10]([CH:11]([C:19]3[C:28]4[C:23](=[CH:24][CH:25]=[CH:26][CH:27]=4)[CH:22]=[CH:21][CH:20]=3)[CH2:12][C:13]([CH3:18])([CH3:17])[O:14]2)=[CH:9][CH:8]=1>C(O)C>[C:19]1([CH:11]2[C:10]3[C:15](=[CH:16][C:7]([O:6][CH2:5][CH:4]([OH:3])[CH2:29][NH:2][CH3:1])=[CH:8][CH:9]=3)[O:14][C:13]([CH3:18])([CH3:17])[CH2:12]2)[C:28]2[C:23](=[CH:24][CH:25]=[CH:26][CH:27]=2)[CH:22]=[CH:21][CH:20]=1. Procedure: Methylamine (7 ml) was added to 7-(2,3-epoxypropoxy)-2,2-dimethyl-4-(1-naphthyl)chroman (3.3 g., 0.0092 moles) in ethanol (7 ml) and the solution left to stand at room temperature for 48 hours. Removal of solvent gave the title compound as a dark coloured oil which was converted to the hydrochloride salt. Recrystallization from 1:1 petroleum ether:ether gave a grey solid (0.85 g., 24%) m.p. 96°-100° C. The reactants are C(=O)(O)[O-].[Na+] (NaHCO3), COC=1C=C2CCC(C2=CC1)=O (5-Methoxy-1-indanone), [OH-].[Na+] (NaOH), [N-]=[N+]=[N-].[Na+] (NaN3). Run in CS(=O)(=O)O (CH3SO3H), C(Cl)Cl (CH2Cl2). Product: COC=1C=C2CCNC(C2=CC1)=O (6-methoxy-1-oxo-1,2,3,4-tetrahydroisoquinoline). Reaction SMILES: [CH3:1][O:2][C:3]1[CH:4]=[C:5]2[C:9](=[CH:10][CH:11]=1)[C:8](=[O:12])[CH2:7][CH2:6]2.[N-:13]=[N+]=[N-].[Na+].[OH-].[Na+].C([O-])(O)=O.[Na+]>CS(O)(=O)=O.C(Cl)Cl>[CH3:1][O:2][C:3]1[CH:4]=[C:5]2[C:9](=[CH:10][CH:11]=1)[C:8](=[O:12])[NH:13][CH2:7][CH2:6]2 |f:1.2,3.4,5.6|. Reported procedure: 5-Methoxy-1-indanone 1 (30 g, 185 mmol) is dissolved in CH3SO3H (96 mL) and CH2Cl2 (100 mL), NaN3 (24 g, 370 mmol) is then added in portions over a 1/2 hour period. After 2 hours the reaction mixture is cooled to 0° and is subsequently neutralized with 5N NaOH solution (200 mL) and saturated NaHCO3 solution. The resulting mixture is extracted with EtOAc (3×200 mL). The combined organic phases are washed with saturated NaCl solution (3×200 mL), dried over Na2SO4 and concentrated in vacuo. The res... Reaction SMILES: [C:1]([CH3:2])([CH3:3])([CH3:4])[c:5]1[cH:6][c:7](-[c:16]2[n:17][c:18]([S:21][CH3:22])[s:19][cH:20]2)[cH:8][c:9]([C:12]([CH3:13])([CH3:14])[CH3:15])[c:10]1[OH:11].[CH:34]([Cl:35])([Cl:36])[Cl:37].[Cl:23][c:24]1[cH:25][cH:26][cH:27][c:28]([C:29]([O:30][OH:32])=[O:31])[cH:33]1>>[C:1]([CH3:2])([CH3:3])([CH3:4])[c:5]1[cH:6][c:7](-[c:16]2[n:17][c:18]([S:21]([CH3:22])=[O:31])[s:19][cH:20]2)[cH:8][c:9]([C:12]([CH3:13])([CH3:14])[CH3:15])[c:10]1[OH:11]. The product is CS(=O)c1nc(-c2cc(C(C)(C)C)c(O)c(C(C)(C)C)c2)cs1. The reactants are CSc1nc(-c2cc(C(C)(C)C)c(O)c(C(C)(C)C)c2)cs1, ClC(Cl)Cl, O=C(OO)c1cccc(Cl)c1. Run in C1(=CC=CC=C1)C (toluene). Procedure: A mixture of 96.7 nmole of 5-methyl-4-(2-propenyl)-2-phenylsulfenylcyclohexanone and 10 g. (100 mmole) of calcium carbonate in 300 ml. of toluene was heated at 110° C. for 40 minutes. The reaction was cooled, magnesium sulfate added and filtered. The filtrate was evaporated and the residue purified via column chromatography on 300 g. of silica gel eluted with 20% ether-hexane and then distillation to yield 7.61 g. (52%) of the title compound. The yield is 52.0%. Product: C[C@H]1[C@@H](C=CC(C1)=O)CC=C (Trans-5-methyl-4-(2-propenyl)cyclohex-2-en-1-one). The reactants are CC1C(CC(C(C1)=O)SC1=CC=CC=C1)CC=C (5-methyl-4-(2-propenyl)-2-phenylsulfenylcyclohexanone), C([O-])([O-])=O.[Ca+2] (calcium carbonate), S(=O)(=O)([O-])[O-].[Mg+2] (magnesium sulfate). RXN SMILES: [CH3:1][CH:2]1[CH2:7][C:6](=[O:8])[CH:5](SC2C=CC=CC=2)[CH2:4][CH:3]1[CH2:16][CH:17]=[CH2:18].C(=O)([O-])[O-].[Ca+2].S([O-])([O-])(=O)=O.[Mg+2]>C1(C)C=CC=CC=1>[CH3:1][C@@H:2]1[CH2:7][C:6](=[O:8])[CH:5]=[CH:4][C@H:3]1[CH2:16][CH:17]=[CH2:18] |f:1.2,3.4|. The reactants are CCCC(=O)c1cnc2c(O)cccc2c1Nc1ccccc1C, CC(C)(C)[O-], CN(C)C=O, ClCCCN1CCCCC1, Cl, [K+], O. The product is CCCC(=O)c1cnc2c(OCCCN3CCCCC3)cccc2c1Nc1ccccc1C. As a reaction SMILES: [C:1]([CH2:2][CH2:3][CH3:4])(=[O:5])[c:6]1[cH:7][n:8][c:9]2[c:10]([OH:24])[cH:11][cH:12][cH:13][c:14]2[c:15]1[NH:16][c:17]1[c:18]([CH3:23])[cH:19][cH:20][cH:21][cH:22]1.[CH3:25][C:26]([CH3:27])([O-:28])[CH3:29].[CH3:43][N:44]([CH3:45])[CH:46]=[O:47].[Cl:32][CH2:33][CH2:34][CH2:35][N:36]1[CH2:37][CH2:38][CH2:39][CH2:40][CH2:41]1.[ClH:31].[K+:30].[OH2:42]>>[C:1]([CH2:2][CH2:3][CH3:4])(=[O:5])[c:6]1[cH:7][n:8][c:9]2[c:10]([O:24][CH2:33][CH2:34][CH2:35][N:36]3[CH2:37][CH2:38][CH2:39][CH2:40][CH2:41]3)[cH:11][cH:12][cH:13][c:14]2[c:15]1[NH:16][c:17]1[c:18]([CH3:23])[cH:19][cH:20][cH:21][cH:22]1. Reactants: Cn1cnc(-c2ccccc2)c1-c1nc2c(S)ncnc2s1, CI, [Na+], [OH-]. Yields the product CSc1ncnc2sc(-c3c(-c4ccccc4)ncn3C)nc12. RXN SMILES: [CH3:1][n:2]1[cH:3][n:4][c:5](-[c:17]2[cH:18][cH:19][cH:20][cH:21][cH:22]2)[c:6]1-[c:7]1[s:8][c:9]2[n:10][cH:11][n:12][c:13]([SH:16])[c:14]2[n:15]1.[CH3:23][I:24].[Na+:26].[OH-:25]>>[CH3:1][n:2]1[cH:3][n:4][c:5](-[c:17]2[cH:18][cH:19][cH:20][cH:21][cH:22]2)[c:6]1-[c:7]1[s:8][c:9]2[n:10][cH:11][n:12][c:13]([S:16][CH3:23])[c:14]2[n:15]1. The reactants are FC1=CC=C(O[C@H]2[C@@H](CNCC2)C2=CC=CC=C2)C=C1 (trans-4-(4-fluorophenoxy)-3-phenylpiperidine), C(C=C)#N (acrylonitrile), Cl (hydrogen chloride). Solvent: CCOCC (ether). Reaction conditions: time 2 hour. Product: Cl.C(#N)CCN1C[C@H]([C@@H](CC1)OC1=CC=C(C=C1)F)C1=CC=CC=C1 (Trans-1-(2-cyanoethyl)-4-(4-fluorophenoxy)-3-phenylpiperidine hydrochloride). As a reaction SMILES: [F:1][C:2]1[CH:20]=[CH:19][C:5]([O:6][C@@H:7]2[CH2:12][CH2:11][NH:10][CH2:9][C@H:8]2[C:13]2[CH:18]=[CH:17][CH:16]=[CH:15][CH:14]=2)=[CH:4][CH:3]=1.[C:21](#[N:24])[CH:22]=[CH2:23].[ClH:25]>CCOCC>[ClH:25].[C:21]([CH2:22][CH2:23][N:10]1[CH2:11][CH2:12][C@@H:7]([O:6][C:5]2[CH:4]=[CH:3][C:2]([F:1])=[CH:20][CH:19]=2)[C@H:8]([C:13]2[CH:18]=[CH:17][CH:16]=[CH:15][CH:14]=2)[CH2:9]1)#[N:24] |f:4.5|. Procedure details: A mixture of 2.82 g of trans-4-(4-fluorophenoxy)-3-phenylpiperidine and 5 ml of acrylonitrile is stirred for two hours at room temperature under nitrogen. The mixture is diluted with ether (50 ml) and treated dropwise with 20 ml of saturated ethereal hydrogen chloride solution. After stirring for a few minutes the solid is filtered, washed with ether and dried to afford a colorless solid. Recrystallization from isopropanol (80 ml) gives of product as colorless crystals, mp 212°-214° C. The reactants are COC=1C=C(CN2[C@H](CCC2=O)C(=O)O)C=C(C1)OC ((R)-1-(3,5-dimethoxy-benzyl)-5-oxo-pyrrolidine-2-carboxylic acid), O=[N-] (ketoamide), NC(C(C(=O)N)O)CC1=CC=CC=C1 (3-amino-2-hydroxy-4-phenylbutanamide), O[NH-] (hydroxyamide). Product: NC(C(C(CC1=CC=CC=C1)NC(=O)[C@@H]1N(C(CC1)=O)CC1=CC(=CC(=C1)OC)OC)=O)=O ((2R)—N-(4-Amino-3,4-dioxo-1-phenylbutan-2-yl)-1-(3,5-dimethoxybenzyl)-5-oxopyrrolidine-2-carboxamide). RXN SMILES: [CH3:1][O:2][C:3]1[CH:4]=[C:5]([CH:16]=[C:17]([O:19][CH3:20])[CH:18]=1)[CH2:6][N:7]1[C:11](=[O:12])[CH2:10][CH2:9][C@@H:8]1[C:13]([OH:15])=O.[NH2:21][CH:22]([CH2:28][C:29]1[CH:34]=[CH:33][CH:32]=[CH:31][CH:30]=1)[CH:23]([OH:27])[C:24]([NH2:26])=[O:25].O[NH-].O=[N-]>>[NH2:26][C:24](=[O:25])[C:23](=[O:27])[CH:22]([NH:21][C:13]([C@H:8]1[CH2:9][CH2:10][C:11](=[O:12])[N:7]1[CH2:6][C:5]1[CH:16]=[C:17]([O:19][CH3:20])[CH:18]=[C:3]([O:2][CH3:1])[CH:4]=1)=[O:15])[CH2:28][C:29]1[CH:30]=[CH:31][CH:32]=[CH:33][CH:34]=1. Reported procedure: Coupling of (R)-1-(3,5-dimethoxy-benzyl)-5-oxo-pyrrolidine-2-carboxylic acid with 3-amino-2-hydroxy-4-phenylbutanamide and oxidation of the resulting hydroxyamide intermediate to the corresponding ketoamide.